From a dataset of the Open Reaction Database (ORD), a public repository of structured organic reaction records. describe an organic reaction: reactants, conditions, products, and yield The reactants are [Al+3], C1CCOC1, CC(C)(C(=O)O)c1ccccc1, [H-], [H-], [H-], [H-], [Li+]. Product: CC(C)(CO)c1ccccc1. As a reaction SMILES: [Al+3:2].[CH2:19]1[O:20][CH2:21][CH2:22][CH2:23]1.[CH3:7][C:8]([C:9](=[O:10])[OH:11])([CH3:12])[c:13]1[cH:14][cH:15][cH:16][cH:17][cH:18]1.[H-:1].[H-:4].[H-:5].[H-:6].[Li+:3]>>[CH3:7][C:8]([CH2:9][OH:10])([CH3:12])[c:13]1[cH:14][cH:15][cH:16][cH:17][cH:18]1. Starting materials: O=C(O)C1CC(Sc2ccccc2Cl)CC1CN1CCC(c2ccc(F)cc2)CC1, N#CC1(N)CC1. The product is N#CC1(NC(=O)C2CC(Sc3ccccc3Cl)CC2CN2CCC(c3ccc(F)cc3)CC2)CC1. Reaction SMILES: [Cl:1][c:2]1[c:3]([S:8][CH:9]2[CH2:10][CH:11]([CH2:17][N:18]3[CH2:19][CH2:20][CH:21]([c:24]4[cH:25][cH:26][c:27]([F:30])[cH:28][cH:29]4)[CH2:22][CH2:23]3)[CH:12]([C:14](=[O:15])[OH:16])[CH2:13]2)[cH:4][cH:5][cH:6][cH:7]1.[NH2:31][C:32]1([C:35]#[N:36])[CH2:33][CH2:34]1>>[Cl:1][c:2]1[c:3]([S:8][CH:9]2[CH2:10][CH:11]([CH2:17][N:18]3[CH2:19][CH2:20][CH:21]([c:24]4[cH:25][cH:26][c:27]([F:30])[cH:28][cH:29]4)[CH2:22][CH2:23]3)[CH:12]([C:14](=[O:16])[NH:31][C:32]3([C:35]#[N:36])[CH2:33][CH2:34]3)[CH2:13]2)[cH:4][cH:5][cH:6][cH:7]1. Reactants: COC(C(C)C=1C(=C2C=CC=NC2=CC1F)F)=O (2-(5,7-Difluoro-quinolin-6-yl)-propionic acid methyl ester), O.NN (hydrazine monohydrate). Run in C(C)O (ethanol). Run at temperature 25 celsius, time 8 hour. Product: FC1=C2C=CC=NC2=CC(=C1C(C(=O)NN)C)F (2-(5,7-Difluoro-quinolin-6-yl)-propionic acid hydrazide). RXN SMILES: C[O:2][C:3](=O)[CH:4]([C:6]1[C:7]([F:17])=[C:8]2[C:13](=[CH:14][C:15]=1[F:16])[N:12]=[CH:11][CH:10]=[CH:9]2)[CH3:5].O.[NH2:20][NH2:21]>C(O)C>[F:17][C:7]1[C:6]([CH:4]([CH3:5])[C:3]([NH:20][NH2:21])=[O:2])=[C:15]([F:16])[CH:14]=[C:13]2[C:8]=1[CH:9]=[CH:10][CH:11]=[N:12]2 |f:1.2|. Procedure: 2-(5,7-Difluoro-quinolin-6-yl)-propionic acid methyl ester (2.270 g, 9.57 mmol) in ethanol (25 mL) was added hydrazine monohydrate (3 mL, 96 mmol), and the reaction mixture was stirred at 25° C. overnight. Solvent was removed under reduced pressure, and the residue was used without further purification. 1H-NMR (400 MHz, DMSO-d6) δ ppm 9.06 (s, 1H), 8.97 (dd, 1H), 8.45 (d, 1H), 7.58-7.67 (m, 2H), 4.23 (br s, 2H), 4.08 (q, 1H), 1.51 (d, 3H). LCMS (method A): [MH]+=252, tR=3.82 min. Starting materials: NC1=NC2=CC=CC=C2C(=N1)C (2-amino-4-methylquinazoline), C(=O)(OC)C1=C(C=CC=C1)S(=O)(=O)N=C=O (2-carbomethoxybenzenesulfonyl isocyanate). Run in C(C)#N (acetonitrile). Run at time 16 hour. The product is CC1=NC(=NC2=CC=CC=C12)NC(=O)NS(=O)(=O)C1=C(C(=O)OC)C=CC=C1 (methyl 2-[[(4-methylquinazolin-2-yl)aminocarbonyl]aminosulfonyl]benzoate). The yield is 41.3%. As a reaction SMILES: [NH2:1][C:2]1[N:11]=[C:10]([CH3:12])[C:9]2[C:4](=[CH:5][CH:6]=[CH:7][CH:8]=2)[N:3]=1.[C:13]([C:17]1[CH:22]=[CH:21][CH:20]=[CH:19][C:18]=1[S:23]([N:26]=[C:27]=[O:28])(=[O:25])=[O:24])([O:15][CH3:16])=[O:14]>C(#N)C>[CH3:12][C:10]1[C:9]2[C:4](=[CH:5][CH:6]=[CH:7][CH:8]=2)[N:3]=[C:2]([NH:1][C:27]([NH:26][S:23]([C:18]2[CH:19]=[CH:20][CH:21]=[CH:22][C:17]=2[C:13]([O:15][CH3:16])=[O:14])(=[O:25])=[O:24])=[O:28])[N:11]=1. Procedure details: To 20 ml dry acetonitrile was added 1.0 g of 2-amino-4-methylquinazoline followed by 3.1 g of 2-carbomethoxybenzenesulfonyl isocyanate. The slurry was refluxed for 2 hours and allowed to stand at ambient temperature for 16 hours. The light yellow solid was filtered, washed with acetonitrile and dried to yield 1.04 g of methyl 2-[[(4-methylquinazolin-2-yl)aminocarbonyl]aminosulfonyl]benzoate, m.p. 182°-183°. The product showed characteristic absorption bands in the infrared spectrum at 1730 and 1... Isolated yield 73.0%. Starting materials: NC=1C(=CC=CC1)S(=O)(=O)O (aniline-2-sulphonic acid), NC1=CC=C(C=C1)S(=O)(=O)O (aniline-4-sulphonic acid), CO (methanol). Procedure: Example 13 was repeated, but instead of aniline-2-sulphonic acid the same amount of aniline-4-sulphonic acid and instead of methanol the same volume of iso-propanol were used. 15.0 g (73%) of styrene-4-sulphonic acid, Na salt, were obtained. As a reaction SMILES: N[C:2]1[C:3]([S:8]([OH:11])(=[O:10])=[O:9])=[CH:4][CH:5]=[CH:6][CH:7]=1.N[C:13]1C=CC(S(O)(=O)=O)=C[CH:14]=1.CO>C(O)(C)C>[CH2:13]=[CH:14][C:6]1[CH:5]=[CH:4][C:3]([S:8]([OH:11])(=[O:10])=[O:9])=[CH:2][CH:7]=1. Solvent: C(C)(C)O (iso-propanol). Yields the product C=CC1=CC=C(C=C1)S(=O)(=O)O (styrene-4-sulphonic acid). Starting materials: C(C1=CC=CC=C1)N1CC(OCC1)CN1C(N(C2=C1C=CC=C2)C(=C)C)=O (4-benzyl-2-(1-isopropenyl-2,3-dihydro-benzimidazol-2-on-3-yl-methyl)-morpholine), Cl.CN1C(N(C2=C1C=CC=C2)CC2CNCCO2)=O (2-(1-methyl-2,3-dihydrobenzimidazol-2-on-3-yl-methyl)-morpholine hydrochloride). Product: C(C)(C)N1C(N(C2=C1C=CC=C2)CC2CNCCO2)=O (2-(1-isopropyl-2,3-dihydro-benzimidazol-2-on-3-yl-methyl)-morpholine). Isolated yield 71.1%. Reaction SMILES: C([N:8]1[CH2:13][CH2:12][O:11][CH:10]([CH2:14][N:15]2[C:19]3[CH:20]=[CH:21][CH:22]=[CH:23][C:18]=3[N:17]([C:24]([CH3:26])=[CH2:25])[C:16]2=[O:27])[CH2:9]1)C1C=CC=CC=1.Cl.CN1C2C=CC=CC=2N(CC2OCCNC2)C1=O>>[CH:24]([N:17]1[C:18]2[CH:23]=[CH:22][CH:21]=[CH:20][C:19]=2[N:15]([CH2:14][CH:10]2[O:11][CH2:12][CH2:13][NH:8][CH2:9]2)[C:16]1=[O:27])([CH3:26])[CH3:25] |f:1.2|. Procedure details: 26 g of 4-benzyl-2-(1-isopropenyl-2,3-dihydro-benzimidazol-2-on-3-yl-methyl)-morpholine are treated as in part (a) of Example 2. After evaporation of the solvent under reduced pressure, a limpid oil is obtained, which crystallizes slowly. Recrystallization from isopropyl ether gives 14 g of 2-(1-isopropyl-2,3-dihydro-benzimidazol-2-on-3-yl-methyl)-morpholine, m.p. 95° C. Reactants: NCC=1C(=CC2=C(OC\C=C/CO2)C1)C#N ((Z)-9-(aminomethyl)-2,5-dihydrobenzo[b][1,4]dioxocine-8-carbonitrile). Solvent: CO (methanol). Conditions: temperature 40 celsius. Yields the product O1C\C=C/COC=2C1=CC=1CNC(C1C2)=N ((Z)-9,10-dihydro-2H-[1,4]dioxocino[2,3-f]isoindol-8(5H)-imine). Reaction SMILES: [NH2:1][CH2:2][C:3]1[C:4]([C:15]#[N:16])=[CH:5][C:6]2[O:13][CH2:12][CH:11]=[CH:10][CH2:9][O:8][C:7]=2[CH:14]=1>CO>[O:8]1[C:7]2=[CH:14][C:3]3[CH2:2][NH:1][C:15](=[NH:16])[C:4]=3[CH:5]=[C:6]2[O:13][CH2:12][CH:11]=[CH:10][CH2:9]1. Procedure: The residue prepared in STEP B above (0.174 g, 0.80 mmol) was dissolved in dry methanol (30 ml) and heated to 40° C. for 2 h. The resulting mixture was concentrated in vacuo to yield (Z)-9,10-dihydro-2H-[1,4]dioxocino[2,3-f]isoindol-8(5H)-imine as a residue. 1H NMR (CD3OD): δ 7.39 (s, 1H), 7.07 (s, 1H), 5.93-5.90 (m, 2H), 5.01 (d, 2H), 4.42 (s, 2H), 3.34 m, 2H).